This data is from the Open Reaction Database (ORD), a public repository of structured organic reaction records. The task is: describe an organic reaction: reactants, conditions, products, and yield Starting materials: CC(CCN1CCN(CC1)C(=O)OCC)(C)C1=CC=CC=C1 (ethyl 4-(3-methyl-3-phenylbutyl)piperazine-1-carboxylate), [Cl-].[Na+] (sodium chloride). Run in Cl (hydrochloric acid). The product is CC(CCN1CCNCC1)(C)C1=CC=CC=C1 (1-(3-methyl-3-phenylbutyl)piperazine). The yield is 95.2%. Reaction SMILES: [CH3:1][C:2]([C:17]1[CH:22]=[CH:21][CH:20]=[CH:19][CH:18]=1)([CH3:16])[CH2:3][CH2:4][N:5]1[CH2:10][CH2:9][N:8](C(OCC)=O)[CH2:7][CH2:6]1.[Cl-].[Na+]>Cl>[CH3:16][C:2]([C:17]1[CH:18]=[CH:19][CH:20]=[CH:21][CH:22]=1)([CH3:1])[CH2:3][CH2:4][N:5]1[CH2:6][CH2:7][NH:8][CH2:9][CH2:10]1 |f:1.2|. Procedure details: A solution of ethyl 4-(3-methyl-3-phenylbutyl)piperazine-1-carboxylate (1.17 g) in conc. hydrochloric acid (15 ml) was heated in a sealed tube for 12 hours at 120° C. The solution was concentrated and to the resultant residue was added 10% sodium hydroxide to make basic. The mixture thus obtained was saturated with sodium chloride and extracted with ethyl acetate. The ethyl acetate layer was washed with a saturated aqueous solution of sodium chloride, dried over anhydrous sodium sulfate and conc... Reactants: C(C)(C)(C)OC(NC(C=1SC(=C(C1)S(=O)(=O)C=1C=C(C=CC1)C1=CC(=CC=C1)C(C(F)(F)F)O)SC)=N)=O ((Imino-{5-methylsulfanyl-4-[3′-(2,2,2-trifluoro-1-hydroxy-ethyl)-biphenyl-3-sulfonyl]-thiophen-2-yl}-methyl)-carbamic acid tert-butyl ester), CC(=O)OI1(C2=CC=CC=C2C(=O)O1)(OC(=O)C)OC(=O)C (1,1,1-triacetoxy-1,1-dihydro-1,2-benziodoxol-3(1H)-one). The solvent is C(Cl)Cl (DCM), C(Cl)Cl (DCM). Run at time 1 hour. Product: C(C)(C)(C)OC(NC(C=1SC(=C(C1)S(=O)(=O)C=1C=C(C=CC1)C1=CC(=CC=C1)C(C(F)(F)F)=O)SC)=N)=O ((Imino-{5-methylsulfanyl-4-[3′-(2,2,2-trifluoro-acetyl)-biphenyl-3-sulfonyl]-thiophen-2-yl}-methyl)-carbamic acid tert-butyl ester). Yield: 100.6%. RXN SMILES: [C:1]([O:5][C:6](=[O:38])[NH:7][C:8](=[NH:37])[C:9]1[S:10][C:11]([S:35][CH3:36])=[C:12]([S:14]([C:17]2[CH:18]=[C:19]([C:23]3[CH:28]=[CH:27][CH:26]=[C:25]([CH:29]([OH:34])[C:30]([F:33])([F:32])[F:31])[CH:24]=3)[CH:20]=[CH:21][CH:22]=2)(=[O:16])=[O:15])[CH:13]=1)([CH3:4])([CH3:3])[CH3:2].CC(OI1(OC(C)=O)(OC(C)=O)OC(=O)C2C1=CC=CC=2)=O>C(Cl)Cl>[C:1]([O:5][C:6](=[O:38])[NH:7][C:8](=[NH:37])[C:9]1[S:10][C:11]([S:35][CH3:36])=[C:12]([S:14]([C:17]2[CH:18]=[C:19]([C:23]3[CH:28]=[CH:27][CH:26]=[C:25]([C:29](=[O:34])[C:30]([F:32])([F:33])[F:31])[CH:24]=3)[CH:20]=[CH:21][CH:22]=2)(=[O:15])=[O:16])[CH:13]=1)([CH3:4])([CH3:2])[CH3:3]. Reported procedure: In a reaction vial, (imino-{5-methylsulfanyl-4-[3′-(2,2,2-trifluoro-1-hydroxy-ethyl)-biphenyl-3-sulfonyl]-thiophen-2-yl}-methyl)-carbamic acid tert-butyl ester (30 mg, 0.051 mmol, as prepared in Example 28, step c) and 1,1,1-triacetoxy-1,1-dihydro-1,2-benziodoxol-3(1H)-one (31 mg, 0.072 mmol, Lancaster Synthesis, Windham, N.H.) were dissolved in DCM (2 mL). To that solution, wet DCM (1 mL, 4 μL H2O) was added slowly via a syringe. After 1 hr of stirring at rt, the reaction was evaporated and the...